Task: describe an organic reaction: reactants, conditions, products, and yield. Dataset: the Open Reaction Database (ORD), a public repository of structured organic reaction records Starting materials: N1(CC1)[C@]12[C@@H]([C@H]3CC[C@@H]4[C@]5(CC=C(C([C@@H]5CC[C@]4([C@@]3(CC1)C)C)(C)C)C1=CC=C(C(=O)OC)C=C1)C)[C@@H](CC2)C(=C)C (methyl 4-((1R,3aS,5aR,5bR,7aR,11aS,11bR,13aR,13bR)-3a-(aziridin-1-yl)-5a,5b,8,8,11a-pentamethyl-1-(prop-1-en-2-yl)-2,3,3a,4,5,5a,5b,6,7,7a,8,11,11a,11b,12,13,13a,13b-octadecahydro-1H-cyclopenta[a]chrysen-9-yl)benzoate), C[C@]12CC[C@@]3([C@@H]([C@H]2CC[C@@H]2[C@]4(CC=C(C([C@@H]4CC[C@@]12C)(C)C)C1=CC=C(C(=O)O)C=C1)C)[C@@H](CC3)C(=C)C)NCCN3C[C@@H]1N([C@H](C3)C1)S(=O)(=O)C (4-((1R,3 aS,5aR,5bR,7aR,11aS,11bR,13aR,13bR)-5a,5b,8,8,11a-pentamethyl-3a-((2-((1R,5S)-6-(methylsulfonyl)-3,6-diazabicyclo[3.1.1]heptan-3-yl)ethyl)amino)-1-(prop-1-en-2-yl)-2,3,3a,4,5,5a,5b,6,7,7a,8,11,11a,11b,12,13,13a,13b-octadecahydro-1H-cyclopenta[a]chrysen-9-yl)benzoic acid), C12CNCC2C1NC(OC(C)(C)C)=O (tert-butyl 3-azabicyclo[3.1.0]hexan-6-ylcarbamate). Product: C[C@]12CC[C@@]3([C@@H]([C@H]2CC[C@@H]2[C@]4(CC=C(C([C@@H]4CC[C@@]12C)(C)C)C1=CC=C(C(=O)O)C=C1)C)[C@@H](CC3)C(=C)C)NCCN3CC1C(C1C3)NS(=O)(=O)C (4-((1R,3 aS,5aR,5bR,7aR,11 aS,11bR,13 aR,13bR)-5a,5b,8,8,11a-Pentamethyl-3a-((2-(6-(methylsulfonamido)-3-azabicyclo[3.1.0]hexan-3-yl)ethyl)amino)-1-(prop-1-en-2-yl)-2,3,3a,4,5,5a,5b,6,7,7a,8,11,11a,11b,12,13,13a,13b-octadecahydro-1H-cyclopenta[a]chrysen-9-yl)benzoic acid). The yield is 12.0%. As a reaction SMILES: N1([C@]23CC[C@@H](C(C)=C)[C@@H]2[C@@H]2[C@@](C)(CC3)[C@@]3(C)[C@@H]([C@]4(C)[C@@H](CC3)C(C)(C)C(C3C=CC(C(OC)=O)=CC=3)=CC4)CC2)CC1.[CH3:43][C@:44]12[C@@:61]3([CH3:62])[C@@H:52]([C@:53]4([CH3:74])[C@@H:58]([CH2:59][CH2:60]3)[C:57]([CH3:64])([CH3:63])[C:56]([C:65]3[CH:73]=[CH:72][C:68]([C:69]([OH:71])=[O:70])=[CH:67][CH:66]=3)=[CH:55][CH2:54]4)[CH2:51][CH2:50][C@@H:49]1[C@H:48]1[C@H:75]([C:78]([CH3:80])=[CH2:79])[CH2:76][CH2:77][C@:47]1([NH:81][CH2:82][CH2:83][N:84]1[CH2:89][C@@H:88]3[CH2:90][C@@H:86]([N:87]3[S:91]([CH3:94])(=[O:93])=[O:92])[CH2:85]1)[CH2:46][CH2:45]2.C12C(NC(=O)OC(C)(C)C)C1CNC2>>[CH3:43][C@:44]12[C@@:61]3([CH3:62])[C@@H:52]([C@:53]4([CH3:74])[C@@H:58]([CH2:59][CH2:60]3)[C:57]([CH3:63])([CH3:64])[C:56]([C:65]3[CH:73]=[CH:72][C:68]([C:69]([OH:71])=[O:70])=[CH:67][CH:66]=3)=[CH:55][CH2:54]4)[CH2:51][CH2:50][C@@H:49]1[C@H:48]1[C@H:75]([C:78]([CH3:80])=[CH2:79])[CH2:76][CH2:77][C@:47]1([NH:81][CH2:82][CH2:83][N:84]1[CH2:85][CH:86]3[CH:90]([CH:88]3[NH:87][S:91]([CH3:94])(=[O:93])=[O:92])[CH2:89]1)[CH2:46][CH2:45]2. Procedure details: 4-((1R,3 aS,5aR,5bR,7aR,11 aS,11bR,13 aR,13bR)-5a,5b,8,8,11a-Pentamethyl-3a-((2-(6-(methylsulfonamido)-3-azabicyclo[3.1.0]hexan-3-yl)ethyl)amino)-1-(prop-1-en-2-yl)-2,3,3a,4,5,5a,5b,6,7,7a,8,11,11a,11b,12,13,13a,13b-octadecahydro-1H-cyclopenta[a]chrysen-9-yl)benzoic acid was prepared in 12% yield over three steps from methyl 4-((1R,3aS,5aR,5bR,7aR,11aS,11bR,13aR,13bR)-3a-(aziridin-1-yl)-5a,5b,8,8,11a-pentamethyl-1-(prop-1-en-2-yl)-2,3,3a,4,5,5a,5b,6,7,7a,8,11,11a,11b,12,13,13a,13b-octadecahydro-...